This data is from the Open Reaction Database (ORD), a public repository of structured organic reaction records. The task is: describe an organic reaction: reactants, conditions, products, and yield Reactants: COC(=O)C#CC(=O)OC, [Mg+]Cc1ccccc1, CI, [Cl-]. Product: COC(=O)C(C)=C(Cc1ccccc1)C(=O)OC. Reaction SMILES: [C:1](#[C:2][C:3](=[O:4])[O:5][CH3:6])[C:7](=[O:8])[O:9][CH3:10].[CH2:12]([c:13]1[cH:14][cH:15][cH:16][cH:17][cH:18]1)[Mg+:19].[CH3:20][I:21].[Cl-:11]>>[C:1](=[C:2]([C:3](=[O:4])[O:5][CH3:6])[CH2:12][c:13]1[cH:14][cH:15][cH:16][cH:17][cH:18]1)([C:7](=[O:8])[O:9][CH3:10])[CH3:20]. The reactants are S(=O)(=O)([O-])[O-].[Mg+2] (magnesium sulfate), C(C#C)N (propargylamine), C(C1=CC=CC=C1)=O (benzaldehyde). Run in C1=CC=CC=C1 (benzene). Run at time 30 minute. Yields the product C(C1=CC=CC=C1)=NCC#C (N-benzylidene-2-propyn-1-amine). As a reaction SMILES: S([O-])([O-])(=O)=O.[Mg+2].[CH2:7]([NH2:10])[C:8]#[CH:9].[CH:11](=O)[C:12]1[CH:17]=[CH:16][CH:15]=[CH:14][CH:13]=1>C1C=CC=CC=1>[CH:11](=[N:10][CH2:7][C:8]#[CH:9])[C:12]1[CH:17]=[CH:16][CH:15]=[CH:14][CH:13]=1 |f:0.1|. Procedure details: 10 g of magnesium sulfate was added to a stirred solution of 13.8 g of propargylamine and 26.5 g of benzaldehyde in 75 ml of benzene and the resulting mixture was stirred at room temperature for 30 minutes. The mixture then was filtered and water was removed from the filtrate by azeotropic distillation. Then the remaining benzene was evaporated and the residue was distilled to give N-benzylidene-2-propyn-1-amine (1A) b.p.: 64°-66° C. (0.2 Torr.). Reactants: O=C([O-])[O-], Cl, [K+], [K+], CN(C)C=O, O=Cc1ccc(O)cc1, Cc1ccc(S(=O)(=O)OCC(F)(F)F)cc1. The product is O=Cc1ccc(OCC(F)(F)F)cc1. As a reaction SMILES: [C:10](=[O:11])([O-:12])[O-:13].[ClH:32].[K+:14].[K+:15].[O:33]=[CH:34][N:35]([CH3:36])[CH3:37].[OH:1][c:2]1[cH:3][cH:4][c:5]([CH:6]=[O:7])[cH:8][cH:9]1.[c:16]1([CH3:17])[cH:18][cH:19][c:20]([S:21]([O:22][CH2:26][C:27]([F:28])([F:29])[F:30])(=[O:23])=[O:24])[cH:25][cH:31]1>>[O:1]([c:2]1[cH:3][cH:4][c:5]([CH:6]=[O:7])[cH:8][cH:9]1)[CH2:26][C:27]([F:28])([F:29])[F:30]. The reactants are CC1=CC=CC2=CC=CC=C12 (1-methylnaphthalene), [N+](=O)(O)[O-] (HNO3), OS(=O)(=O)O (H2SO4). The solvent is C(C)(=O)OCC (ethyl acetate). Yields the product [N+](=O)([O-])C1=CC=C(C2=CC=CC=C12)C (4-Nitro-1-methylnaphthalene). Reaction SMILES: [CH3:1][C:2]1[C:11]2[C:6](=[CH:7][CH:8]=[CH:9][CH:10]=2)[CH:5]=[CH:4][CH:3]=1.OS(O)(=O)=O.[N+:17]([O-])([OH:19])=[O:18]>C(OCC)(=O)C>[N+:17]([C:5]1[C:6]2[C:11](=[CH:10][CH:9]=[CH:8][CH:7]=2)[C:2]([CH3:1])=[CH:3][CH:4]=1)([O-:19])=[O:18]. Procedure: To a cold (0° C.) suspension of 1-methylnaphthalene (5 g) in HNO3 was added H2SO4 (5 mL) dropwise. After stirring the reaction for one hour, the solution was diluted with ethyl acetate and washed with water (3×), aqueous saturated NaHCO3 (2×) and brine, dried over MgSO4, and concentrated. The product was purified by silica gel column chromatography using ethyl acetate:hexane (5:95) and recrystallized from methanol to give yellow needles. RXN SMILES: [N:1]1[CH:6]=[CH:5][C:4]([C:7]2[CH:15]=[CH:14][CH:13]=[C:12]3[C:8]=2[CH2:9][C:10](=[O:16])[NH:11]3)=[CH:3][CH:2]=1.[CH2:17]([O:19][C:20]([C:22]1[C:26]([CH2:27][CH2:28][C:29]([OH:31])=[O:30])=[C:25]([CH:32]=O)[NH:24][C:23]=1[CH3:34])=[O:21])[CH3:18]>>[CH2:17]([O:19][C:20]([C:22]1[C:26]([CH2:27][CH2:28][C:29]([OH:31])=[O:30])=[C:25]([CH:32]=[C:9]2[C:8]3[C:12](=[CH:13][CH:14]=[CH:15][C:7]=3[C:4]3[CH:5]=[CH:6][N:1]=[CH:2][CH:3]=3)[NH:11][C:10]2=[O:16])[NH:24][C:23]=1[CH3:34])=[O:21])[CH3:18]. Starting materials: N1=CC=C(C=C1)C1=C2CC(NC2=CC=C1)=O (4-Pyridin-4-yl-1,3-dihydroindol-2-one), C(C)OC(=O)C1=C(NC(=C1CCC(=O)O)C=O)C (4-(2-carboxyethyl)-5-formyl-2-methyl-1H-pyrrole-3-carboxylic acid ethyl ester). Reported procedure: 4-Pyridin-4-yl-1,3-dihydroindol-2-one was condensed with 4-(2-carboxyethyl)-5-formyl-2-methyl-1H-pyrrole-3-carboxylic acid ethyl ester to give the title compound. The product is C(C)OC(=O)C1=C(NC(=C1CCC(=O)O)C=C1C(NC2=CC=CC(=C12)C1=CC=NC=C1)=O)C (4-(2-Carboxyethyl)-2-methyl-5-(2-oxo-4-pyridin-4-yl-1,2-dihydro-indol-3-ylidenemethyl)-1H-pyrrole-3-carboxylic Acid Ethyl Ester). Reactants: CS(C)=O, C#CCn1c(-c2ccccc2CO)c(C2CCCCC2)c2ccc(C(=O)OC)cc21, O=C(Cl)C(=O)Cl, ClCCl. Product: C#CCn1c(-c2ccccc2C=O)c(C2CCCCC2)c2ccc(C(=O)OC)cc21. As a reaction SMILES: [CH3:7][S:8]([CH3:9])=[O:10].[CH:11]1([c:17]2[c:18](-[c:33]3[c:34]([CH2:39][OH:40])[cH:35][cH:36][cH:37][cH:38]3)[n:19]([CH2:30][C:31]#[CH:32])[c:20]3[cH:21][c:22]([C:26](=[O:27])[O:28][CH3:29])[cH:23][cH:24][c:25]23)[CH2:12][CH2:13][CH2:14][CH2:15][CH2:16]1.[Cl:1][C:2]([C:3]([Cl:4])=[O:5])=[O:6].[Cl:41][CH2:42][Cl:43]>>[CH:11]1([c:17]2[c:18](-[c:33]3[c:34]([CH:39]=[O:40])[cH:35][cH:36][cH:37][cH:38]3)[n:19]([CH2:30][C:31]#[CH:32])[c:20]3[cH:21][c:22]([C:26](=[O:27])[O:28][CH3:29])[cH:23][cH:24][c:25]23)[CH2:12][CH2:13][CH2:14][CH2:15][CH2:16]1.